Dataset: the Open Reaction Database (ORD), a public repository of structured organic reaction records. Task: describe an organic reaction: reactants, conditions, products, and yield Starting materials: CON, Clc1ccc(Cl)c(Cl)c1, [Na+], C1CCOC1, [OH-], O, O=S(=O)(Cl)Cl. Yields the product CONS(=O)(=O)c1cc(Cl)c(Cl)cc1Cl. Reaction SMILES: [CH3:1][O:2][NH2:3].[Cl:9][c:10]1[cH:11][cH:12][c:13]([Cl:17])[c:14]([Cl:16])[cH:15]1.[Na+:19].[O:21]1[CH2:22][CH2:23][CH2:24][CH2:25]1.[OH-:18].[OH2:20].[S:4](=[O:5])(=[O:6])([Cl:7])[Cl:8]>>[CH3:1][O:2][NH:3][S:4](=[O:5])(=[O:6])[c:11]1[c:10]([Cl:9])[cH:15][c:14]([Cl:16])[c:13]([Cl:17])[cH:12]1. The product is O=C(NCCC1CC1)c1ccc(N2CCN(C(=O)c3cccc(F)c3C(F)(F)F)CC2)nn1. The reactants are O=C(NCCC1CC1)c1ccc(N2CCNCC2)nn1, O=C(Cl)c1cccc(F)c1C(F)(F)F. Reaction SMILES: [CH:15]1([CH2:18][CH2:19][NH:20][C:21](=[O:22])[c:23]2[n:24][n:25][c:26]([N:29]3[CH2:30][CH2:31][NH:32][CH2:33][CH2:34]3)[cH:27][cH:28]2)[CH2:16][CH2:17]1.[F:1][c:2]1[c:3]([C:11]([F:12])([F:13])[F:14])[c:4]([C:5](=[O:6])[Cl:7])[cH:8][cH:9][cH:10]1>>[F:1][c:2]1[c:3]([C:11]([F:12])([F:13])[F:14])[c:4]([C:5](=[O:6])[N:32]2[CH2:31][CH2:30][N:29]([c:26]3[n:25][n:24][c:23]([C:21]([NH:20][CH2:19][CH2:18][CH:15]4[CH2:16][CH2:17]4)=[O:22])[cH:28][cH:27]3)[CH2:34][CH2:33]2)[cH:8][cH:9][cH:10]1. The reactants are O=C(Oc1cc(Cl)c(OCc2ccccc2Cl)c(Cl)c1)c1ccccc1, CO, Cl, [K+], [OH-]. Product: Oc1cc(Cl)c(OCc2ccccc2Cl)c(Cl)c1. As a reaction SMILES: [C:1](=[O:2])([c:3]1[cH:4][cH:5][cH:6][cH:7][cH:8]1)[O:9][c:10]1[cH:11][c:12]([Cl:26])[c:13]([O:17][CH2:18][c:19]2[c:20]([Cl:25])[cH:21][cH:22][cH:23][cH:24]2)[c:14]([Cl:16])[cH:15]1.[CH3:30][OH:31].[ClH:29].[K+:28].[OH-:27]>>[OH:9][c:10]1[cH:11][c:12]([Cl:26])[c:13]([O:17][CH2:18][c:19]2[c:20]([Cl:25])[cH:21][cH:22][cH:23][cH:24]2)[c:14]([Cl:16])[cH:15]1. Starting materials: COCOCC1CCCC(COCC(=O)OC(C)(C)C)C1, COC(C)(C)C, [Cl-], Cl, [Na+], C1CCOC1, O. Product: CC(C)(C)OC(=O)COCC1CCCC(CO)C1. Reaction SMILES: [CH3:1][O:2][CH2:3][O:4][CH2:5][CH:6]1[CH2:7][CH:8]([CH2:12][O:13][CH2:14][C:15](=[O:16])[O:17][C:18]([CH3:19])([CH3:20])[CH3:21])[CH2:9][CH2:10][CH2:11]1.[CH3:31][O:32][C:33]([CH3:34])([CH3:35])[CH3:36].[Cl-:23].[ClH:22].[Na+:24].[O:26]1[CH2:27][CH2:28][CH2:29][CH2:30]1.[OH2:25]>>[OH:4][CH2:5][CH:6]1[CH2:7][CH:8]([CH2:12][O:13][CH2:14][C:15](=[O:16])[O:17][C:18]([CH3:19])([CH3:20])[CH3:21])[CH2:9][CH2:10][CH2:11]1.